From a dataset of the Open Reaction Database (ORD), a public repository of structured organic reaction records. describe an organic reaction: reactants, conditions, products, and yield The reactants are ClC1=C(N)C=CC=C1 (o-chloroaniline), [OH-].[Na+] (sodium hydroxide), Cl (hydrochloric acid), C(\C=C\C)=O (crotonaldehyde). Solvent: O (water). Product: ClC=1C=CC=C2C=CC(=NC12)C (8-chloroquinaldine). Isolated yield 40.0%. As a reaction SMILES: [Cl:1][C:2]1[CH:8]=[CH:7][CH:6]=[CH:5][C:3]=1[NH2:4].Cl.[CH:10](=O)/[CH:11]=[CH:12]/[CH3:13].[OH-].[Na+]>O>[Cl:1][C:2]1[CH:8]=[CH:7][CH:6]=[C:5]2[C:3]=1[N:4]=[C:12]([CH3:13])[CH:11]=[CH:10]2 |f:3.4|. Procedure: A mixture consisting of 128 g (1.0 mole) of o-chloroaniline, 304 g of conc. hydrochloric acid and 61 g of water was maintained at 90°-95° C., and with sufficient stirring, 70 g (1.0 mole) of crotonaldehyde was added dropwise over the course of 2 hours. After the addition, the mixture was reacted further at 90°-95° C. for 1 hour. The reaction mixture was cooled, and then rendered alkaline by adding a conc. aqueous solution containing 132 g of sodium hydroxide with ice cooling. The alkaline mixtur... Reactants: C[O-].[Na+] (sodium methylate), CC(C(=O)[O-])(C(=O)[O-])C (dimethylmalonate), CN(C=O)C (dimethylformamide), C(C)(C)(C)C1=CC(=C(C(=C1O)C)C)CN(C)C (6-tert.-butyl-2,3-dimethyl-4-(dimethylaminomethyl)phenol), Cl (hydrochloric acid), ice water. Solvent: C(Cl)(Cl)Cl (chloroform). Reaction conditions: temperature 40 celsius. The product is C(C)(C)(C)C=1C(=C(C(=C(CC(C(=O)OC)C(=O)OC)C1)C)C)O (Dimethyl (5-tert.-butyl-2,3-dimethyl-4-hydroxybenzyl)malonate). RXN SMILES: [CH3:1][O-].[Na+].C[C:5](C)([C:9]([O-:11])=[O:10])[C:6]([O-:8])=O.[C:13]([C:17]1[C:22]([OH:23])=[C:21]([CH3:24])[C:20]([CH3:25])=[C:19]([CH2:26]N(C)C)[CH:18]=1)([CH3:16])([CH3:15])[CH3:14].Cl.CN(C)[CH:33]=[O:34]>C(Cl)(Cl)Cl>[C:13]([C:17]1[C:22]([OH:23])=[C:21]([CH3:24])[C:20]([CH3:25])=[C:19]([CH:18]=1)[CH2:26][CH:5]([C:6]([O:34][CH3:33])=[O:8])[C:9]([O:11][CH3:1])=[O:10])([CH3:16])([CH3:15])[CH3:14] |f:0.1|. Procedure details: 1.08 Grams of sodium methylate (0.02 moles) was added to 26.4 grams of dimethylmalonate (0.20 moles) in 25 ml of dry dimethylformamide in a nitrogen atmosphere and warmed to 40° C to obtain a clear solution. 47 grams of 6-tert.-butyl-2,3-dimethyl-4-(dimethylaminomethyl)phenol (0.20 moles) was added at room temperature, the reaction mixture becoming blue and was then gradually heated to 40° C over a period of about 40 minutes during which the blue color disappeared. The reaction mixture was then ... Reactants: S(=O)(Cl)Cl (Thionyl chloride), BrC=1C=C(C(=O)O)C=C(C1)[N+](=O)[O-] (3-bromo-5-nitrobenzoic acid), C1(=CC=CC=C1)C (toluene). Conditions: time 30 minute. The product is BrC=1C=C(C(=O)OCC)C=C(C1)[N+](=O)[O-] (Ethyl 3-bromo-5-nitrobenzoate). The yield is 79.0%. RXN SMILES: S(Cl)(Cl)=O.[Br:5][C:6]1[CH:7]=[C:8]([CH:12]=[C:13]([N+:15]([O-:17])=[O:16])[CH:14]=1)[C:9]([OH:11])=[O:10].[C:18]1(C)C=CC=C[CH:19]=1>>[Br:5][C:6]1[CH:7]=[C:8]([CH:12]=[C:13]([N+:15]([O-:17])=[O:16])[CH:14]=1)[C:9]([O:11][CH2:18][CH3:19])=[O:10]. Procedure details: Thionyl chloride (15.7 g, 120 mmol) was added to a solution of 3-bromo-5-nitrobenzoic acid in toluene (100 ml). The mixture was refluxed for 6 hours. The solvent was evaporated and the residue dissolved in dry tetrahydrofuran (50 ml), ethanol (10 ml) was added and the mixture stirred at room temperature for 30 mins. The solvent was evaporated and the residue chromatographed in dichloromethane to give the title compound as an off-white solid (13 g, 79%) The reactants are [OH-].[Na+] (sodium hydroxide), B(F)(F)F.CCOCC (Boron trifluoride etherate), CN1CC(C2=C(CC1)C=CS2)C2=CC=CC=C2 (6-methyl-8-phenyl-5,6,7,8-tetrahydro-4H-thieno[2,3-d]azepine), O (water), ClCCl (dichloromethane). Run in C(C)O (ethanol), C(C)(=O)OC(C)=O (acetic anhydride). Conditions: time 16 hour. The product is Cl.C(C)(=O)C1=CC2=C(C(CN(CC2)C)C2=CC=CC=C2)S1 (2-Acetyl-6-methyl-8-phenyl-5,6,7,8-tetrahydro-4H-thieno[2,3-d]azepine hydrochloride). As a reaction SMILES: B(F)(F)F.[CH3:5][CH2:6][O:7]CC.[CH3:10][N:11]1[CH2:17][CH2:16][C:15]2[CH:18]=[CH:19][S:20][C:14]=2[CH:13]([C:21]2[CH:26]=[CH:25][CH:24]=[CH:23][CH:22]=2)[CH2:12]1.O.[OH-].[Na+].[Cl:30]CCl>C(OC(=O)C)(=O)C.C(O)C>[ClH:30].[C:6]([C:19]1[S:20][C:14]2[CH:13]([C:21]3[CH:26]=[CH:25][CH:24]=[CH:23][CH:22]=3)[CH2:12][N:11]([CH3:10])[CH2:17][CH2:16][C:15]=2[CH:18]=1)(=[O:7])[CH3:5] |f:0.1,4.5,9.10|. Procedure: Boron trifluoride etherate (0.69 ml) was added dropwise to a stirred solution of 6-methyl-8-phenyl-5,6,7,8-tetrahydro-4H-thieno[2,3-d]azepine (0.46 g) in acetic anhydride (5 ml) at room temperature. After 16 hours, water (30 ml) and dichloromethane (30 ml) were added and the stirred mixture basified to pH~10 with 2M sodium hydroxide. This was extracted with dichloromethane (2×30 ml) and the extracts were dried, filtered and evaporated to a brown oil. Chromatography on silica eluting with 2% meth... Run at time 3 hour. Reported procedure: 4.8 g of 3-hydroxy-4-carboethoxyphenylguanidine was suspended in 200 ml of chloroform, and 3.9 g of acetylsalicylic acid was added. The mixture was stirred at room temperature for 3 hours. After the reaction, the reaction mixture was cooled, and the resulting crystals were collected by filtration. The crystals were then recrystallized from a mixture of acetone and ligroin. Run in C(Cl)(Cl)Cl (chloroform). RXN SMILES: [OH:1][C:2]1[CH:3]=[C:4]([NH:13][C:14]([NH2:16])=[NH:15])[CH:5]=[CH:6][C:7]=1[C:8]([O:10][CH2:11][CH3:12])=[O:9].[C:17]([O:20][C:21]1[C:22](=[CH:26][CH:27]=[CH:28][CH:29]=1)[C:23]([OH:25])=[O:24])(=[O:19])[CH3:18]>C(Cl)(Cl)Cl>[C:17]([O:20][C:21]1[C:22](=[CH:26][CH:27]=[CH:28][CH:29]=1)[C:23]([OH:25])=[O:24])(=[O:19])[CH3:18].[OH:1][C:2]1[CH:3]=[C:4]([NH:13][C:14]([NH2:16])=[NH:15])[CH:5]=[CH:6][C:7]=1[C:8]([O:10][CH2:11][CH3:12])=[O:9] |f:3.4|. Product: C(C)(=O)OC=1C(C(=O)O)=CC=CC1.OC=1C=C(C=CC1C(=O)OCC)NC(=N)N (3-Hydroxy-4-carboethoxyphenylguanidine acetylsalicylate). Reactants: OC=1C=C(C=CC1C(=O)OCC)NC(=N)N (3-hydroxy-4-carboethoxyphenylguanidine), C(C)(=O)OC=1C(C(=O)O)=CC=CC1 (acetylsalicylic acid). The reactants are C(CCC)[Li] (n-butyllithium), CC=1SC=C(N1)C (2,4-dimethylthiazole), C(C)(=O)OCC (ethyl acetate). Solvent: C1CCOC1 (THF), C1CCOC1 (THF). Run at temperature -78 celsius, time 2 hour. Yields the product CC=1N=C(SC1)CC(=O)C (1-(4-Methyl-1,3-thiazol-2-yl)acetone). Reaction SMILES: [CH3:1][C:2]1[S:3][CH:4]=[C:5]([CH3:7])[N:6]=1.C([Li])CCC.[C:13](OCC)(=[O:15])[CH3:14]>C1COCC1>[CH3:7][C:5]1[N:6]=[C:2]([CH2:1][C:13]([CH3:14])=[O:15])[S:3][CH:4]=1. Procedure: 5.00 g (44.2 mmol) of 2,4-dimethylthiazole are dissolved in 50 ml of THF and, at −78° C., 19.4 ml (48.6 mmol) of n-butyllithium (2.5 M solution in hexane) are added dropwise. After stirring at −78° C. for 2 hours, 6.62 g (75.1 mmol) of ethyl acetate are added as solution in 25 ml of abs. THF. The mixture is stirred at −78° C. for 1 h and then warmed to room temperature. It is then hydrolyzed with sodium bicarbonate solution, and the mixture is extracted three times with diethyl ether. The combin...